Dataset: the Open Reaction Database (ORD), a public repository of structured organic reaction records. Task: describe an organic reaction: reactants, conditions, products, and yield Starting materials: COC1=CC=CC=2CC(C3=C(SC21)C=CC(=C3)C(C(=O)N)C)=O (2-(10,11-dihydro-6-methoxy-11-oxodibenzo[b,f]thiepin-2-yl)-propionamide), C(C)O (ethanol), [OH-].[K+] (potassium hydroxide). The solvent is O (water), O (water). Run at time 6 hour. The product is COC1=CC=CC=2CC(C3=C(SC21)C=CC(=C3)C(C(=O)O)C)=O (2-(10,11-dihydro-6-methoxy-11-oxodibenzo-[b,f]thiepin-2-yl)-propionic acid). Yield: 60.0%. RXN SMILES: [CH3:1][O:2][C:3]1[C:13]2[S:12][C:11]3[CH:14]=[CH:15][C:16]([CH:18]([CH3:22])[C:19](N)=[O:20])=[CH:17][C:10]=3[C:9](=[O:23])[CH2:8][C:7]=2[CH:6]=[CH:5][CH:4]=1.C([OH:26])C.[OH-].[K+]>O>[CH3:1][O:2][C:3]1[C:13]2[S:12][C:11]3[CH:14]=[CH:15][C:16]([CH:18]([CH3:22])[C:19]([OH:26])=[O:20])=[CH:17][C:10]=3[C:9](=[O:23])[CH2:8][C:7]=2[CH:6]=[CH:5][CH:4]=1 |f:2.3|. Reported procedure: To a mixture of 273 mg of 2-(10,11-dihydro-6-methoxy-11-oxodibenzo[b,f]thiepin-2-yl)-propionamide and 8 ml of ethanol was added 800 mg of potassium hydroxide in 2 ml of water, and the resulting mixture was refluxed with stirring for 6 hours. The solvent or ethanol was distilled off to obtain a residue, to which was added water, and the mixture was washed with benzene. The aqueous layer was acidified with hydrochloric acid and extracted with ethyl acetate. The extract was washed with a saturated ... The reactants are [Ag+], CCc1nc2ccccc2n1-c1nc(N2CCOCC2)c2nc(C=O)n(C)c2n1, CCO, O=[N+]([O-])[O-], [Na+], [OH-]. Yields the product CCc1nc2ccccc2n1-c1nc(N2CCOCC2)c2nc(C(=O)O)n(C)c2n1. Reaction SMILES: [Ag+:39].[CH2:1]([CH3:2])[c:3]1[n:4][c:5]2[c:6]([n:7]1-[c:8]1[n:9][c:10]([N:20]3[CH2:21][CH2:22][O:23][CH2:24][CH2:25]3)[c:11]3[n:12][c:13]([CH:18]=[O:19])[n:14]([CH3:17])[c:15]3[n:16]1)[cH:26][cH:27][cH:28][cH:29]2.[CH3:32][CH2:33][OH:34].[N+:35]([O-:36])([O-:37])=[O:38].[Na+:31].[OH-:30]>>[CH2:1]([CH3:2])[c:3]1[n:4][c:5]2[c:6]([n:7]1-[c:8]1[n:9][c:10]([N:20]3[CH2:21][CH2:22][O:23][CH2:24][CH2:25]3)[c:11]3[n:12][c:13]([C:18](=[O:19])[OH:30])[n:14]([CH3:17])[c:15]3[n:16]1)[cH:26][cH:27][cH:28][cH:29]2. Starting materials: [Cl-].[NH4+] (ammonium chloride), BrC(C(=O)OC)C1=CC2=C(OCO2)C(=C1)OC (Methyl 2-bromo-2-(7-methoxy-1,3-benzodioxol-5-yl)acetate), C[Mg]Br (Methyl magnesium bromide), BrC1=CC=C2C=CNC2=C1 (6-bromo-indole). Run in C(C)OCC (diethyl ether), C1(=CC=CC=C1)C (toluene), C1(=CC=CC=C1)C (toluene). The product is BrC1=CC=C2C(=CNC2=C1)C(C(=O)OC)C1=CC2=C(OCO2)C(=C1)OC (Methyl 2-(6-bromo-1H-3-indolyl)-2-(7-methoxy-1,3-benzodioxol-5-yl)acetate). Yield: 88.9%. RXN SMILES: C[Mg]Br.[Br:4][C:5]1[CH:13]=[C:12]2[C:8]([CH:9]=[CH:10][NH:11]2)=[CH:7][CH:6]=1.Br[CH:15]([C:20]1[CH:28]=[C:27]([O:29][CH3:30])[C:23]2[O:24][CH2:25][O:26][C:22]=2[CH:21]=1)[C:16]([O:18][CH3:19])=[O:17].[Cl-].[NH4+]>C1(C)C=CC=CC=1.C(OCC)C>[Br:4][C:5]1[CH:13]=[C:12]2[C:8]([C:9]([CH:15]([C:20]3[CH:28]=[C:27]([O:29][CH3:30])[C:23]4[O:24][CH2:25][O:26][C:22]=4[CH:21]=3)[C:16]([O:18][CH3:19])=[O:17])=[CH:10][NH:11]2)=[CH:7][CH:6]=1 |f:3.4|. Procedure: Methyl magnesium bromide (3.6 ml of 3 M solution in diethyl ether) was added dropwise to a stirred solution of 6-bromo-indole (2.13 g, 10.9 mmol) in toluene (20 ml) under a nitrogen atmosphere. After 20 minutes the reaction mixture was transferred via a cannula, over ˜10 minutes, to a stirred solution of methyl 2-bromo-2-(7-methoxy-1,3-benzodioxol-5-yl)acetate (from step (b), 2.2 g, 7.26 mmol) in toluene (20 ml) at ambient temperature. After a further 2 hours the mixture was poured into a mixtur... The reactants are C1CCOC1, C[Si](C)(C)[N-][Si](C)(C)C, Cc1c(Cl)c(S(C)=O)nc2sc(C(=O)NC3CC3)c(N)c12, [Li+], OCCCc1ccccn1. Yields the product Cc1c(Cl)c(OCCCc2ccccn2)nc2sc(C(=O)NC3CC3)c(N)c12. RXN SMILES: [CH2:42]1[O:43][CH2:44][CH2:45][CH2:46]1.[CH3:11][Si:12]([N-:13][Si:14]([CH3:15])([CH3:16])[CH3:17])([CH3:18])[CH3:19].[CH:21]1([NH:24][C:25](=[O:26])[c:27]2[c:28]([NH2:41])[c:29]3[c:30]([n:31][c:32]([S:37]([CH3:38])=[O:39])[c:33]([Cl:36])[c:34]3[CH3:35])[s:40]2)[CH2:22][CH2:23]1.[Li+:20].[n:1]1[c:2]([CH2:7][CH2:8][CH2:9][OH:10])[cH:3][cH:4][cH:5][cH:6]1>>[n:1]1[c:2]([CH2:7][CH2:8][CH2:9][O:10][c:32]2[n:31][c:30]3[c:29]([c:28]([NH2:41])[c:27]([C:25]([NH:24][CH:21]4[CH2:22][CH2:23]4)=[O:26])[s:40]3)[c:34]([CH3:35])[c:33]2[Cl:36])[cH:3][cH:4][cH:5][cH:6]1.